The task is: describe an organic reaction: reactants, conditions, products, and yield. This data is from the Open Reaction Database (ORD), a public repository of structured organic reaction records. Starting materials: C(C=C)(=O)OC (Methyl acrylate), NC=1NC2=C(N1)C=C(C(=C2)OC)OC (2-amino-5,6-dimethoxybenzimidazole). Solvent: CO (methanol). Reaction conditions: time 90 hour. Yields the product COC=1C(=CC2=C(N3C(=N2)NC(CC3)=O)C1)OC (7,8-dimethoxy-3,4-dihydropyrimido[1,2-a]-benzimidazol-2(1H)-one). Isolated yield 66.0%. Reaction SMILES: [C:1]([O:5][CH3:6])(=O)[CH:2]=[CH2:3].[NH2:7][C:8]1[NH:9][C:10]2[CH:16]=[C:15]([O:17][CH3:18])[C:14]([O:19]C)=[CH:13][C:11]=2[N:12]=1>CO>[CH3:6][O:5][C:1]1[C:15]([O:17][CH3:18])=[CH:16][C:10]2[N:9]=[C:8]3[NH:7][C:14](=[O:19])[CH2:13][CH2:11][N:12]3[C:3]=2[CH:2]=1. Reported procedure: Methyl acrylate (6.1 g.) was added to a solution of 2-amino-5,6-dimethoxybenzimidazole (12.2 g.) in methanol (70 ml.) and the mixture was stirred for 90 hours. The crystalline precipitate was separated by filtration and washed with ethanol and then ether to give 7,8-dimethoxy-3,4-dihydropyrimido[1,2-a]-benzimidazol-2(1H)-one (10.3 g.), m.p. 264°-5° C.; microanalysis, C12H13N3O3 requires: C, 58.3; H, 5.3; N, 17.0%; found: C, 58.0; H, 5.2; N, 16.8%; NMR: δ2.82 (t, 2 protons, C3-H2); 3.72 (s, 3 pro... Reactants: NC1=NC(=CC(=N1)C)C (2-Amino-4,6-dimethylpyrimidine), BrN1C(CCC1=O)=O (N-bromosuccinimide). Run in C(C)#N (acetonitrile). Reaction conditions: time 3 hour. The product is NC1=NC(=C(C(=N1)C)Br)C (2-Amino-5-bromo-4,6-dimethylpyrimidine). As a reaction SMILES: [NH2:1][C:2]1[N:7]=[C:6]([CH3:8])[CH:5]=[C:4]([CH3:9])[N:3]=1.[Br:10]N1C(=O)CCC1=O>C(#N)C>[NH2:1][C:2]1[N:7]=[C:6]([CH3:8])[C:5]([Br:10])=[C:4]([CH3:9])[N:3]=1. Procedure details: To a stirred solution containing 4.31 g (34.75 mmol) of 2-amino-4,6-dimethylpyrimidine (2) in 150 mL of acetonitrile were added 6.15 g (52.12 mmol) of N-bromosuccinimide. The reaction mixture was stirred at room temperature under argon atmosphere for 3 h. The formed precipitate was filtered and dried to afford the expected product as a white solid: yield 5.93 g (83%). 1H-NMR (CDCl3) δ 5.19 (br, 2H), 2.44 (s, 6H); 13C-NMR (CDCl3) δ 166.28, 160.73, 109.60, 24.70. The reactants are [C@@H]([C@@H](C(=O)O)O)(C(=O)O)O (meso-tartaric acid), C(C(O)C(O)C(=O)O)(=O)O (DL-tartaric acid), N[C@H](C(C)(C)S)C(=O)O ((D)-penicillamine). Yields the product C([C@H](O)[C@@H](O)C(=O)O)(=O)O (L-Tartaric Acid). As a reaction SMILES: [C@H:1]([OH:10])([C:7]([OH:9])=[O:8])[C@H:2]([OH:6])[C:3]([OH:5])=[O:4].C(O)(=O)C(C(C(O)=O)O)O.N[C@@H](C(O)=O)C(S)(C)C>>[C:7]([OH:9])(=[O:8])[C@@H:1]([C@H:2]([C:3]([OH:5])=[O:4])[OH:6])[OH:10]. Procedure details: Via chiral HPLC the absolute amounts of meso-tartaric acid and DL-tartaric acid were determined. (Column used: Chirex 3126 (D)-penicillamine (ligand exchange)) (see Table 4). Reactants: NC1=C(C=NC=C1)C#N (4-Amino-3-cyanopyridine), C(N)(=N)C=1C=NC=CC1N (3-Amidino-4-aminopyridine), [Cl-].[NH4+] (ammonium chloride), C[Al](C)C (trimethylaluminium). The solvent is C1(=CC=CC=C1)C (toluene), C(Cl)(Cl)Cl (chloroform). Reaction conditions: time 2 hour. The product is Cl.C(N)(=N)C=1C=NC=CC1N (3-Amidino-4-aminopyridine hydrochloride). RXN SMILES: [C:1]([C:4]1[CH:5]=[N:6][CH:7]=[CH:8][C:9]=1[NH2:10])(=[NH:3])[NH2:2].[Cl-:11].[NH4+].C[Al](C)C.NC1C=CN=CC=1C#N>C1(C)C=CC=CC=1.C(Cl)(Cl)Cl>[ClH:11].[C:1]([C:4]1[CH:5]=[N:6][CH:7]=[CH:8][C:9]=1[NH2:10])(=[NH:2])[NH2:3] |f:1.2,7.8|. Procedure details: 3-Amidino-4-aminopyridine To ammonium chloride (430 mg, 8.1 mmol) in toluene was added trimethylaluminium (2M in hexane, 4 ml, 8.1 mmol) at 5° C. and the mixture was stirred at room temperature for 2 h. 4-Amino-3-cyanopyridine (320 mg, 2.7 mmol) was added and the reaction mixture was heated at 80° C. overnight. The mixture was cooled, poured onto alumina in chloroform, quenched with ethanol and filtered. The filtrate was concentrated and triturated with ether to give a solid. MS (+EI) m/z 119 (M... The reactants are CC(=O)OI1(C=2C=CC=CC2C(=O)O1)(OC(=O)C)OC(=O)C (Dess Martin periodinane), C(C)(C)(C)OC(=O)N1C[C@H]([C@@H](C1)O)F (trans-3-fluoro-4-hydroxypyrrolidine-1-carboxylic acid tert-butyl ester). Solvent: ClCCl (dichloromethane), ClCCl (dichloromethane). Yields the product C(C)(C)(C)OC(=O)N1CC(C(C1)=O)F (3-fluoro-4-oxopyrrolidine-1-carboxylic acid tert-butyl ester). RXN SMILES: CC(OI1(OC(C)=O)(OC(C)=O)OC(=O)C2C=CC=CC1=2)=O.[C:23]([O:27][C:28]([N:30]1[CH2:34][C@@H:33]([OH:35])[C@H:32]([F:36])[CH2:31]1)=[O:29])([CH3:26])([CH3:25])[CH3:24]>ClCCl>[C:23]([O:27][C:28]([N:30]1[CH2:34][C:33](=[O:35])[CH:32]([F:36])[CH2:31]1)=[O:29])([CH3:26])([CH3:24])[CH3:25]. Procedure: Cool down a suspension of Dess Martin periodinane (279 mg, 0.65 mmol) in dry dichloromethane (1 mL) under nitrogen with an ice bath and add a solution of trans-3-fluoro-4-hydroxypyrrolidine-1-carboxylic acid tert-butyl ester (90 mg, 0.44 mmol) in dry dichloromethane (1 mL). Stir under nitrogen and allow to warm up to room temperature overnight. Add saturated aqueous sodium hydrogen carbonate, then saturated aqueous sodium thiosulfate and extract with dichloromethane. Combine the organic layers, ...